The task is: describe an organic reaction: reactants, conditions, products, and yield. This data is from the Open Reaction Database (ORD), a public repository of structured organic reaction records. The reactants are C(C1=CC=CC=C1)(C1=CC=CC=C1)=NC(C#N)CCCC1=CC=C(C=C1)OC[C@H]1OC(OC1)(C)C (2-(benzhydrylidene-amino)-5-[4-((R)-2,2-dimethyl-[1,3]-dioxolan-4-ylmethoxy)-phenyl]pentanenitrile), Cl (HCl), solution, C(O)([O-])=O.[Na+] (sodium hydrogen carbonate). Run in C1CCOC1 (THF). Run at temperature 40 celsius. Yields the product NC(C#N)CCCC1=CC=C(C=C1)OC[C@H]1OC(OC1)(C)C (2-Amino-5-[4-((R)-2,2-dimethyl-[1,3]-dioxolan-4-ylmethoxy)-phenyl]-pentanenitrile). Reaction SMILES: C(=[N:14][CH:15]([CH2:18][CH2:19][CH2:20][C:21]1[CH:26]=[CH:25][C:24]([O:27][CH2:28][C@@H:29]2[CH2:33][O:32][C:31]([CH3:35])([CH3:34])[O:30]2)=[CH:23][CH:22]=1)[C:16]#[N:17])(C1C=CC=CC=1)C1C=CC=CC=1.Cl.C(=O)([O-])O.[Na+]>C1COCC1>[NH2:14][CH:15]([CH2:18][CH2:19][CH2:20][C:21]1[CH:26]=[CH:25][C:24]([O:27][CH2:28][C@@H:29]2[CH2:33][O:32][C:31]([CH3:35])([CH3:34])[O:30]2)=[CH:23][CH:22]=1)[C:16]#[N:17] |f:2.3|. Procedure: To a solution of 2-(benzhydrylidene-amino)-5-[4-((R)-2,2-dimethyl-[1,3]-dioxolan-4-ylmethoxy)-phenyl]pentanenitrile (7.2 g, 15.5 mmol) in THF (50 mL) is added aqueous HCl (5 mL of a 2 M solution). The solution is heated at 40° C. for 4 h and then allowed to cool to RT. The pH is adjusted to 9-10 using saturated aqueous sodium hydrogen carbonate solution and the organic solvent is removed in vacuo. The crude residue is dissolved in EtOAc (100 mL) and washed with water, brine then dried (MgSO4), f... Reactants: F[B-](F)(F)F, CC(C)CC(NC(=O)OC(C)(C)C)C(=O)O, Cc1ccc(S(=O)(=O)O)cc1, CCOC(=O)Cn1cc2c(n1)CCNC2, CN(C)C(On1nnc2ccccc21)=[N+](C)C. The product is CCOC(=O)Cn1cc2c(n1)CCN(C(=O)C(CC(C)C)NC(=O)OC(C)(C)C)C2. Reaction SMILES: [B-:43]([F:44])([F:45])([F:46])[F:47].[C:27]([CH3:28])([CH3:29])([CH3:30])[O:31][C:32](=[O:33])[NH:34][CH:35]([CH2:36][CH:37]([CH3:38])[CH3:39])[C:40](=[O:41])[OH:42].[CH3:16][c:17]1[cH:18][cH:19][c:20]([S:21]([OH:22])(=[O:23])=[O:24])[cH:25][cH:26]1.[n:1]1[n:2]([CH2:10][C:11](=[O:12])[O:13][CH2:14][CH3:15])[cH:3][c:4]2[c:9]1[CH2:8][CH2:7][NH:6][CH2:5]2.[n:48]1([O:49][C:50]([N:51]([CH3:52])[CH3:53])=[N+:54]([CH3:55])[CH3:56])[c:57]2[cH:58][cH:59][cH:60][cH:61][c:62]2[n:63][n:64]1>>[n:1]1[n:2]([CH2:10][C:11](=[O:12])[O:13][CH2:14][CH3:15])[cH:3][c:4]2[c:9]1[CH2:8][CH2:7][N:6]([C:40]([CH:35]([NH:34][C:32]([O:31][C:27]([CH3:28])([CH3:29])[CH3:30])=[O:33])[CH2:36][CH:37]([CH3:38])[CH3:39])=[O:41])[CH2:5]2. The reactants are C(C)(=O)OC(C)=O (Acetic anhydride), BrC1=C(C=C(C(=N)NO)C=C1C)C (4-bromo-N-hydroxy-3,5-dimethyl-benzamidine). The solvent is N1=C(C=C(C=C1C)C)C (collidine). Reaction conditions: time 1 hour. Product: BrC1=C(C=C(C=C1C)C1=NOC(=N1)C)C (3-(4-Bromo-3,5-dimethyl-phenyl)-5-methyl-[1,2,4]oxadiazole). RXN SMILES: C(O[C:5](=[O:7])[CH3:6])(=O)C.[Br:8][C:9]1[C:18]([CH3:19])=[CH:17][C:12]([C:13]([NH:15]O)=[NH:14])=[CH:11][C:10]=1[CH3:20]>N1C(C)=CC(C)=CC=1C>[Br:8][C:9]1[C:18]([CH3:19])=[CH:17][C:12]([C:13]2[N:14]=[C:5]([CH3:6])[O:7][N:15]=2)=[CH:11][C:10]=1[CH3:20]. Procedure: Acetic anhydride (0.35 mL) is added to a solution of 4-bromo-N-hydroxy-3,5-dimethyl-benzamidine (0.30 g) in collidine (3 mL) at room temperature. The solution is stirred at room temperature for 1 h and then at 120° C. for 3 h. After cooling to room temperature, the mixture is concentrated, the residue is taken up in water and acetonitrile, and the resulting mixture is filtered. The filtrate is chromatographed on reversed phase (HPLC; acetonitrile/water/trifluoroacetic acid) to give the title com... The reactants are BrC=1C(=C(C(=O)OC)C(=CC1)CS(=O)(=O)C1=CC(=CC=C1)Cl)O (methyl 3-bromo-6-(3-chlorobenzenesulphonylmethyl)-2-hydroxy-benzoate), C1(=CC=CC=C1)S(=O)(=O)CC1=CC=C(C(=C1C(=O)OC)OC)Br (methyl 6-(benzenesulphonylmethyl)-3-bromo-2-methoxybenzoate), C1(=CC=CC=C1)S(=O)(=O)CC1=CC=C(C(=C1C(=O)OC)OC)Br (methyl 6-(benzenesulphonylmethyl)-3-bromo-2-methoxybenzoate). The product is C1(=CC=CC=C1)S(=O)(=O)CC1=CC=C(C(=C1C(=O)OC)O)Br (Methyl 6-(benzenesulphonylmethyl)-3-bromo-2-hydroxybenzoate). As a reaction SMILES: [Br:1][C:2]1[C:3]([OH:23])=[C:4]([C:9]([CH2:12][S:13]([C:16]2[CH:21]=[CH:20][CH:19]=[C:18](Cl)[CH:17]=2)(=[O:15])=[O:14])=[CH:10][CH:11]=1)[C:5]([O:7][CH3:8])=[O:6].C1(S(CC2C(C(OC)=O)=C(OC)C(Br)=CC=2)(=O)=O)C=CC=CC=1>>[C:16]1([S:13]([CH2:12][C:9]2[C:4]([C:5]([O:7][CH3:8])=[O:6])=[C:3]([OH:23])[C:2]([Br:1])=[CH:11][CH:10]=2)(=[O:15])=[O:14])[CH:17]=[CH:18][CH:19]=[CH:20][CH:21]=1. Procedure details: Prepared by proceeding in a similar manner to Intermediate 54, starting from methyl 6-(benzenesulphonylmethyl)-3-bromo-2-methoxybenzoate (Intermediate 65). The reactants are [Br-], C#C[Mg+], O=CC1CCCC1, C1CCOC1. Yields the product C#CC(O)C1CCCC1. Reaction SMILES: [Br-:8].[C:9](#[CH:10])[Mg+:11].[CH:1]1([CH:6]=[O:7])[CH2:2][CH2:3][CH2:4][CH2:5]1.[O:12]1[CH2:13][CH2:14][CH2:15][CH2:16]1>>[CH:1]1([CH:6]([OH:7])[C:9]#[CH:10])[CH2:2][CH2:3][CH2:4][CH2:5]1. Starting materials: C([O-])([O-])=O.[Cs+].[Cs+] (caesium carbonate), OC1=CC=C2C=CN=CC2=C1 (7-hydroxyisoquinoline), BrC(C(=O)OCC)CCC (ethyl 2-bromopentanoate). The solvent is C(C)#N (acetonitrile). Conditions: time 18 hour. Yields the product C1=NC=CC2=CC=C(C=C12)OC(C(=O)OCC)CCC (ethyl 2-(isoquinolin-7-yloxy)-pentanoate). As a reaction SMILES: C(=O)([O-])[O-].[Cs+].[Cs+].[OH:7][C:8]1[CH:17]=[C:16]2[C:11]([CH:12]=[CH:13][N:14]=[CH:15]2)=[CH:10][CH:9]=1.Br[CH:19]([CH2:25][CH2:26][CH3:27])[C:20]([O:22][CH2:23][CH3:24])=[O:21]>C(#N)C>[CH:15]1[C:16]2[C:11](=[CH:10][CH:9]=[C:8]([O:7][CH:19]([CH2:25][CH2:26][CH3:27])[C:20]([O:22][CH2:23][CH3:24])=[O:21])[CH:17]=2)[CH:12]=[CH:13][N:14]=1 |f:0.1.2|. Reported procedure: 6.70 g (20.6 mmol) of caesium carbonate are added to a solution of 3.00 g (20.7 mmol) of 7-hydroxyisoquinoline and 4.33 g (20.7 mmol) of ethyl 2-bromopentanoate in 30 ml of acetonitrile, and the mixture is stirred at room temperature for 18 hours. The reaction mixture is filtered, and the filtrate is evaporated, giving ethyl 2-(isoquinolin-7-yloxy)-pentanoate as a colourless solid; ESI 274. Reactants: CN(C)C=O, Cn1nc(-c2cccc(O)c2)c2sccc21, [Cl-], [H-], [NH4+], [Na+], Cc1ccc(S(=O)(=O)OCC2CO2)cc1, O. Yields the product Cn1nc(-c2cccc(OCC3CO3)c2)c2sccc21. As a reaction SMILES: [CH3:37][N:38]([CH3:39])[CH:40]=[O:41].[CH3:3][n:4]1[n:5][c:6](-[c:12]2[cH:13][c:14]([OH:18])[cH:15][cH:16][cH:17]2)[c:7]2[c:8]1[cH:9][cH:10][s:11]2.[Cl-:34].[H-:1].[NH4+:35].[Na+:2].[O:19]([S:20]([c:21]1[cH:22][cH:23][c:24]([CH3:25])[cH:26][cH:27]1)(=[O:28])=[O:29])[CH2:30][CH:31]1[CH2:32][O:33]1.[OH2:36]>>[CH3:3][n:4]1[n:5][c:6](-[c:12]2[cH:13][c:14]([O:18][CH2:30][CH:31]3[CH2:32][O:33]3)[cH:15][cH:16][cH:17]2)[c:7]2[c:8]1[cH:9][cH:10][s:11]2. Starting materials: solid, Cl.Cl.Cl.O1CCC=2C1=C(N=CC2)N2CCN(CC2)CC[C@@H]2CC[C@H](CC2)N (trans-4-{2-[4-(2,3-dihydro-furo[2,3-c]pyridin-7-yl)-piperazin-1-yl]-ethyl}-cyclohexylamine trihydrochloride), Cl.Cl.Cl.O1CCC=2C1=C(N=CC2)N2CCN(CC2)CC[C@@H]2CC[C@H](CC2)N (trans-4-{2-[4-(2,3-dihydro-furo[2,3-c]pyridin-7-yl)-piperazin-1-yl]-ethyl}-cyclohexylamine trihydrochloride), C1(CCC1)CC(=O)O (2-cyclobutyl-acetic acid). Product: C1(CCC1)CC(=O)N[C@@H]1CC[C@H](CC1)CCN1CCN(CC1)C=1N=CC=C2C1OCC2 (trans-2-Cyclobutyl-N-(4-{2-[4-(2,3-dihydro-furo[2,3-c]pyridin-7-yl)-piperazin-1-yl]-ethyl}-cyclohexyl)-acetamide). Reaction SMILES: Cl.Cl.Cl.[O:4]1[C:8]2=[C:9]([N:13]3[CH2:18][CH2:17][N:16]([CH2:19][CH2:20][C@H:21]4[CH2:26][CH2:25][C@H:24]([NH2:27])[CH2:23][CH2:22]4)[CH2:15][CH2:14]3)[N:10]=[CH:11][CH:12]=[C:7]2[CH2:6][CH2:5]1.[CH:28]1([CH2:32][C:33](O)=[O:34])[CH2:31][CH2:30][CH2:29]1>>[CH:28]1([CH2:32][C:33]([NH:27][C@H:24]2[CH2:25][CH2:26][C@H:21]([CH2:20][CH2:19][N:16]3[CH2:17][CH2:18][N:13]([C:9]4[N:10]=[CH:11][CH:12]=[C:7]5[CH2:6][CH2:5][O:4][C:8]=45)[CH2:14][CH2:15]3)[CH2:22][CH2:23]2)=[O:34])[CH2:31][CH2:30][CH2:29]1 |f:0.1.2.3|. Reported procedure: The title compound, white solid (50 mg, 73%), MS (ISP) m/z=427.3 [(M+H)+], mp 147.5° C., was prepared in accordance with the general method of example 6 from trans-4-{2-[4-(2,3-dihydro-furo[2,3-c]pyridin-7-yl)-piperazin-1-yl]-ethyl}-cyclohexylamine trihydrochloride (intermediate B) (70.4 mg, 0.16 mmol) 2-cyclobutyl-acetic acid. The reactants are BrN1C(CCC1=O)=O (N-Bromosuccinimide), C(C1=CC=CC=C1)(=O)OOC(C1=CC=CC=C1)=O (benzoyl peroxide), FC1=CC=C2CC/C(/C2=C1)=C\C(=O)N ((E)-2-(6-fluoro-1-indanylidene)acetamide). Solvent: C(Cl)(Cl)(Cl)Cl (carbon tetrachloride), C1=CC=CC=C1 (benzene). Reaction conditions: time 18 hour. Product: BrC1\C(\C2=CC(=CC=C2C1)F)=C/C(=O)N ((Z)-2-(2-bromo-6-fluoro-1-indanylidene)acetamide). Isolated yield 3.4%. As a reaction SMILES: [Br:1]N1C(=O)CCC1=O.C(OOC(=O)C1C=CC=CC=1)(=O)C1C=CC=CC=1.[F:27][C:28]1[CH:36]=[C:35]2[C:31]([CH2:32][CH2:33]/[C:34]/2=[CH:37]\[C:38]([NH2:40])=[O:39])=[CH:30][CH:29]=1>C(Cl)(Cl)(Cl)Cl.C1C=CC=CC=1>[Br:1][CH:33]1[CH2:32][C:31]2[C:35](=[CH:36][C:28]([F:27])=[CH:29][CH:30]=2)/[C:34]/1=[CH:37]/[C:38]([NH2:40])=[O:39]. Procedure: N-Bromosuccinimide (22.57 g, 126.8 mmoles, Aldrich) and benzoyl peroxide (1.89 g, 7.8 mmoles, Aldrich) were added to a suspension of (E)-2-(6-fluoro-1-indanylidene)acetamide (21.00 g, 109.8 mmoles) in carbon tetrachloride (400 mL) and benzene (400 mL). The mixture was refluxed under a calcium chloride drying tube while shining an infrared lamp on it for two hours, after which time an orange solution formed. The heat and light were removed, and the solution was stirred at ambient temperature for ... The reactants are S(=O)(Cl)Cl (thionyl chloride), ClS(=O)(=O)C=1C=C(C(=O)O)C=C(C1)F (3-(chlorosulfonyl)-5-fluorobenzoic acid). Reagents/catalysts: CN(C=O)C (N,N-dimethylformamide). Run at temperature 75 celsius, time 1 hour. The product is ClS(=O)(=O)C=1C=C(C(=O)Cl)C=C(C1)F (3-(chlorosulfonyl)-5-fluorobenzoyl chloride). The yield is 100.3%. RXN SMILES: S(Cl)([Cl:3])=O.[Cl:5][S:6]([C:9]1[CH:10]=[C:11]([CH:15]=[C:16]([F:18])[CH:17]=1)[C:12](O)=[O:13])(=[O:8])=[O:7]>CN(C)C=O>[Cl:5][S:6]([C:9]1[CH:10]=[C:11]([CH:15]=[C:16]([F:18])[CH:17]=1)[C:12]([Cl:3])=[O:13])(=[O:8])=[O:7]. Procedure details: One drop of N,N-dimethylformamide was added to a thionyl chloride (2.03 g) suspension of 3-(chlorosulfonyl)-5-fluorobenzoic acid (1.36 g), followed by stirring at 75° C. for 1 hour. The solvent was evaporated, and this was azeotroped with toluene to obtain 3-(chlorosulfonyl)-5-fluorobenzoyl chloride (1.47 g).